This data is from the Open Reaction Database (ORD), a public repository of structured organic reaction records. The task is: describe an organic reaction: reactants, conditions, products, and yield Starting materials: CCO, [Na+], [OH-], O=S(=O)(c1ccccc1)n1cc(-c2ccoc2)c2cc(-c3nnc[nH]3)cnc21. Yields the product c1nnc(-c2cnc3[nH]cc(-c4ccoc4)c3c2)[nH]1. As a reaction SMILES: [CH3:31][CH2:32][OH:33].[Na+:30].[OH-:29].[c:1]1([S:2](=[O:3])(=[O:4])[n:10]2[cH:11][c:12](-[c:24]3[cH:25][o:26][cH:27][cH:28]3)[c:13]3[c:14]2[n:15][cH:16][c:17](-[c:19]2[n:20][n:21][cH:22][nH:23]2)[cH:18]3)[cH:5][cH:6][cH:7][cH:8][cH:9]1>>[nH:10]1[cH:11][c:12](-[c:24]2[cH:25][o:26][cH:27][cH:28]2)[c:13]2[c:14]1[n:15][cH:16][c:17](-[c:19]1[n:20][n:21][cH:22][nH:23]1)[cH:18]2. The reactants are C1(=CC=CC=C1)C(N1C=NC(=C1)CCN)(C1=CC=CC=C1)C1=CC=CC=C1 (1-(Triphenylmethyl)-4-(2-amino-1-ethyl)imidazole), C(C)(C)N(CC)C(C)C (diisopropylethylamine), ClCC(=O)NC1=CC=CC2=CC=C(C=C12)OS(=O)(=O)C (1-(Chloroacetamido)-7-[(methanesulfonyl)oxy]naphthalene). Run in C(C)#N (acetonitrile). Conditions: time 8 hour. The product is CS(=O)(=O)OC1=CC=C2C=CC=C(C2=C1)NC(CNCCC=1N=CN(C1)C(C1=CC=CC=C1)(C1=CC=CC=C1)C1=CC=CC=C1)=O (N-[7-((Methanesulfonyl)oxy)naphthyl]-2-[N′-(2-(1-triphenylmethyl-4-imidazolyl)ethyl)amino]acetamide). As a reaction SMILES: [C:1]1([C:7]([C:22]2[CH:27]=[CH:26][CH:25]=[CH:24][CH:23]=2)([C:16]2[CH:21]=[CH:20][CH:19]=[CH:18][CH:17]=2)[N:8]2[CH:12]=[C:11]([CH2:13][CH2:14][NH2:15])[N:10]=[CH:9]2)[CH:6]=[CH:5][CH:4]=[CH:3][CH:2]=1.C(N(C(C)C)CC)(C)C.Cl[CH2:38][C:39]([NH:41][C:42]1[C:51]2[C:46](=[CH:47][CH:48]=[C:49]([O:52][S:53]([CH3:56])(=[O:55])=[O:54])[CH:50]=2)[CH:45]=[CH:44][CH:43]=1)=[O:40]>C(#N)C>[CH3:56][S:53]([O:52][C:49]1[CH:50]=[C:51]2[C:46]([CH:45]=[CH:44][CH:43]=[C:42]2[NH:41][C:39](=[O:40])[CH2:38][NH:15][CH2:14][CH2:13][C:11]2[N:10]=[CH:9][N:8]([C:7]([C:1]3[CH:6]=[CH:5][CH:4]=[CH:3][CH:2]=3)([C:16]3[CH:17]=[CH:18][CH:19]=[CH:20][CH:21]=3)[C:22]3[CH:27]=[CH:26][CH:25]=[CH:24][CH:23]=3)[CH:12]=2)=[CH:47][CH:48]=1)(=[O:55])=[O:54]. Reported procedure: To a solution of the product from Step B (25.6 g, 72.7 mmol) in 200 mL of acetonitrile was added diisopropylethylamine (50 mL, 303 mmol), followed by the product from Step D (19.0 g, 60.5 mmol). The reaction was stirred at room temperature overnight, then concentrated in vacuo. The resulting material was partitioned between EtOAc and water, washed with brine, dried (MgSO4), filtered, and concentrated in vacuo to provide the titled product.